Task: describe an organic reaction: reactants, conditions, products, and yield. Dataset: the Open Reaction Database (ORD), a public repository of structured organic reaction records Reactants: ClC1=NC=C(C=C1)I (2-Chloro-5-iodopyridine), BrC1=CC=C(C=C1)S (4-bromothiophenol), C([O-])([O-])=O.[K+].[K+] (potassium carbonate), C(CO)O (ethylene glycol). Reagents/catalysts: [Cu](I)I (copper iodide). Solvent: CC(C)O (iPrOH). Run at temperature 80 celsius. Product: BrC1=CC=C(C=C1)SC=1C=CC(=NC1)Cl (5-((4-bromophenyl)sulfanyl)-2-chloropyridine). Yield: 83.9%. Reaction SMILES: [Cl:1][C:2]1[CH:7]=[CH:6][C:5](I)=[CH:4][N:3]=1.[Br:9][C:10]1[CH:15]=[CH:14][C:13]([SH:16])=[CH:12][CH:11]=1.C(=O)([O-])[O-].[K+].[K+].C(O)CO>[Cu](I)I.CC(O)C>[Br:9][C:10]1[CH:15]=[CH:14][C:13]([S:16][C:5]2[CH:6]=[CH:7][C:2]([Cl:1])=[N:3][CH:4]=2)=[CH:12][CH:11]=1 |f:2.3.4|. Procedure: 2-Chloro-5-iodopyridine (1.11 g, 4.64 mmol, Sigma-Aldrich, St. Louis, Mo.), 4-bromothiophenol (0.88 g, 4.64 mmol, Sigma-Aldrich, St. Louis, Mo.), copper iodide (44 mg, 0.23 mmol, Strem Chemical Inc, Newburyport, Mass.), potassium carbonate (1.28 g, 9.29 mmol), ethylene glycol (0.52 mL, 9.29 mmol), and iPrOH (10 mL) were added to a reaction vial. The vial was closed, purged with nitrogen for several minutes, and heated at 80° C. for 16 h. After cooling to room temperature, the reaction mixture wa... RXN SMILES: [CH2:22]1[CH2:23][CH2:24][NH:25][CH2:26][CH2:27]1.[CH2:4]([c:5]1[cH:6][cH:7][cH:8][cH:9][cH:10]1)[n:11]1[cH:12][cH:13][c:14]2[c:15]([CH:20]=[O:21])[cH:16][cH:17][cH:18][c:19]12.[CH3:1][CH2:2][OH:3].[CH3:35][CH2:36][O:37][CH2:38][CH3:39].[S:28]1[C:29](=[O:34])[NH:30][C:31](=[O:33])[CH2:32]1>>[CH2:4]([c:5]1[cH:6][cH:7][cH:8][cH:9][cH:10]1)[n:11]1[cH:12][cH:13][c:14]2[c:15]([CH:20]=[C:32]3[S:28][C:29](=[O:34])[NH:30][C:31]3=[O:33])[cH:16][cH:17][cH:18][c:19]12. Product: O=C1NC(=O)C(=Cc2cccc3c2ccn3Cc2ccccc2)S1. The reactants are C1CCNCC1, O=Cc1cccc2c1ccn2Cc1ccccc1, CCO, CCOCC, O=C1CSC(=O)N1. Reactants: ClCl (chlorine), ClC1=C(OC=2C=C(C=CC2)O)C=CC(=C1)Cl (3-(2,4-Dichlorophenoxy)phenol), C(CC)SCl (propyl sulfenyl chloride), C(CC)SSCCC (dipropyl disulfide). The solvent is C(Cl)Cl (methylene chloride), C(Cl)Cl (methylene chloride). Run at temperature -20 celsius, time 30 minute. Yields the product ClC1=C(OC=2C=CC(=C(C2)O)SCCC)C=CC(=C1)Cl (5-(2,4-dichlorophenoxy) 2-(propylthio)phenol). As a reaction SMILES: [Cl:1][C:2]1[CH:15]=[C:14]([Cl:16])[CH:13]=[CH:12][C:3]=1[O:4][C:5]1[CH:6]=[C:7]([OH:11])[CH:8]=[CH:9][CH:10]=1.[CH2:17]([S:20]Cl)[CH2:18][CH3:19].C(SSCCC)CC.ClCl>C(Cl)Cl>[Cl:1][C:2]1[CH:15]=[C:14]([Cl:16])[CH:13]=[CH:12][C:3]=1[O:4][C:5]1[CH:10]=[CH:9][C:8]([S:20][CH2:17][CH2:18][CH3:19])=[C:7]([OH:11])[CH:6]=1. Reported procedure: 3-(2,4-Dichlorophenoxy)phenol (0.1 mole) and methylene chloride (200 ml) are charged into a glass reaction vessel equipped with a mechanical stirrer and addition funnel. The mixture is stirred until dissolved and cooled to about -20° C. A solution of propyl sulfenyl chloride freshly prepared by reacting dipropyl disulfide (0.15 mole) with chlorine (0.18 mole) in methylene chloride (100 ml) is then added dropwise to the reaction vessel over a period of about 40 minutes. After the addition is comp... Starting materials: C1CCOC1, COC(=O)c1sc(C(=O)NCc2cccc3c2CC(=O)N3)cc1C, [Li+], [OH-], O, O. Product: Cc1cc(C(=O)NCc2cccc3c2CC(=O)N3)sc1C(=O)O. As a reaction SMILES: [CH2:28]1[O:29][CH2:30][CH2:31][CH2:32]1.[CH3:1][O:2][C:3](=[O:4])[c:5]1[s:6][c:7]([C:11]([NH:12][CH2:13][c:14]2[c:15]3[c:19]([cH:20][cH:21][cH:22]2)[NH:18][C:17](=[O:23])[CH2:16]3)=[O:24])[cH:8][c:9]1[CH3:10].[Li+:26].[OH-:25].[OH2:27].[OH2:33]>>[O:2]=[C:3]([OH:4])[c:5]1[s:6][c:7]([C:11]([NH:12][CH2:13][c:14]2[c:15]3[c:19]([cH:20][cH:21][cH:22]2)[NH:18][C:17](=[O:23])[CH2:16]3)=[O:24])[cH:8][c:9]1[CH3:10]. The reactants are FC(C1=CC(=CC=C1)[N+](=O)[O-])F (1-(difluoromethyl)-3-nitrobenzene), Cl (HCl). Reagents/catalysts: [Fe] (Iron). The solvent is CO (methanol). Product: FC(C=1C=C(N)C=CC1)F (3-(difluoromethyl)aniline). Isolated yield 97.8%. RXN SMILES: [F:1][CH:2]([F:12])[C:3]1[CH:8]=[CH:7][CH:6]=[C:5]([N+:9]([O-])=O)[CH:4]=1.Cl>[Fe].CO>[F:1][CH:2]([F:12])[C:3]1[CH:4]=[C:5]([CH:6]=[CH:7][CH:8]=1)[NH2:9]. Reported procedure: The title compound was prepared according to the procedure described in step-2 of Intermediate-28 by using 1-(difluoromethyl)-3-nitrobenzene (1.0 g, 5.0 mmol), Iron powder (3.0 g, 15.0 mmol), conc. HCl (5 mL) and methanol (20 mL) to afford 0.700 g of desired product. 1H NMR (300 MHz, DMSO d6): δ 5.36 (br s, 2H), 6.62-6.82 (m, 4H), 7.11 (t, J=7.8 Hz, 1H); MS (m/z): 144.05 (M+H)+.